Dataset: the Open Reaction Database (ORD), a public repository of structured organic reaction records. Task: describe an organic reaction: reactants, conditions, products, and yield Reactants: N[C@@H](CS)C(=O)O (L-cysteine), S1(CCCCC1)=O (tetrahydrothiopyranone), O (water). Solvent: C1(=CC=CC=C1)C (toluene). Product: S1C[C@H](NC12CCSCC2)C(=O)O ((3R)-1,8-Dithia-4-azaspiro[4.5]decane-3-carboxylic acid). Yield: 74.4%. RXN SMILES: [NH2:1][C@H:2]([C:5]([OH:7])=[O:6])[CH2:3][SH:4].[S:8]1(=O)[CH2:13][CH2:12][CH2:11][CH2:10][CH2:9]1.O>C1(C)C=CC=CC=1>[S:4]1[C:11]2([CH2:12][CH2:13][S:8][CH2:9][CH2:10]2)[NH:1][C@H:2]([C:5]([OH:7])=[O:6])[CH2:3]1. Procedure: 5.22 g of L-cysteine and 5 g of tetrahydrothiopyranone are suspended in 50 ml of toluene and the suspension is boiled, using a water separator, until the theoretical amount of water has been separated off. When the suspension is cooled, the product separates out as a light yellow precipitate, which is recrystallized from methanol/water to give 6.9 g of light yellow crystals of melting point 196° C. Starting materials: C(=S)NC(C(=O)OCC1=CC=C(C=C1)[N+](=O)[O-])P(=O)(OC1=CC=CC=C1)OC1=CC=CC=C1 (p-nitrobenzyl α-thioformamidodiphenylphosphonoacetate), C([O-])([O-])=O.[K+].[K+] (potassium carbonate), ClCC(COC)=O (1-chloro-3-methoxy-2-propanone). The solvent is CC(=O)C (acetone). Run at time 16 hour. The product is [N+](=O)([O-])C1=CC=C(COC(=O)C(N=CSCC(COC)=O)P(=O)(OC2=CC=CC=C2)OC2=CC=CC=C2)C=C1 (3-methoxy-2-oxopropyl N-(p-nitrobenzyloxycarbonyl-diphenylphosphonomethyl)thioformimidate). RXN SMILES: [CH:1]([NH:3][CH:4]([P:18]([O:27][C:28]1[CH:33]=[CH:32][CH:31]=[CH:30][CH:29]=1)([O:20][C:21]1[CH:26]=[CH:25][CH:24]=[CH:23][CH:22]=1)=[O:19])[C:5]([O:7][CH2:8][C:9]1[CH:14]=[CH:13][C:12]([N+:15]([O-:17])=[O:16])=[CH:11][CH:10]=1)=[O:6])=[S:2].C(=O)([O-])[O-].[K+].[K+].Cl[CH2:41][C:42](=[O:46])[CH2:43][O:44][CH3:45]>CC(C)=O>[N+:15]([C:12]1[CH:11]=[CH:10][C:9]([CH2:8][O:7][C:5]([CH:4]([P:18]([O:20][C:21]2[CH:26]=[CH:25][CH:24]=[CH:23][CH:22]=2)([O:27][C:28]2[CH:33]=[CH:32][CH:31]=[CH:30][CH:29]=2)=[O:19])[N:3]=[CH:1][S:2][CH2:41][C:42](=[O:46])[CH2:43][O:44][CH3:45])=[O:6])=[CH:14][CH:13]=1)([O-:17])=[O:16] |f:1.2.3|. Procedure details: A mixture of p-nitrobenzyl α-thioformamidodiphenylphosphonoacetate (2.43 g), powdered potassium carbonate (0.73 ), 1-chloro-3-methoxy-2-propanone (0.63 g), and acetone (25 ml) is stirred in a capped flask at room temperature for 16 hours. The mixture is filtered and the filtrate is evaporated in vacuo to afford 3-methoxy-2-oxopropyl N-(p-nitrobenzyloxycarbonyl-diphenylphosphonomethyl)thioformimidate. Reactants: COCC1C2CCC1N(C(=O)OC(C)(C)C)C2C=O, CCCC[N+](CCCC)(CCCC)CCCC, CCOC(C)=O, [F-], O=[N+]([O-])CCc1ccccc1. Yields the product COCC1C2CCC1N(C(=O)OC(C)(C)C)C2C(O)C(Cc1ccccc1)[N+](=O)[O-]. Reaction SMILES: [C:12]([CH3:13])([CH3:14])([CH3:15])[O:16][C:17](=[O:18])[N:19]1[CH:20]2[CH2:21][CH2:22][CH:23]([CH:24]1[CH:25]=[O:26])[CH:27]2[CH2:28][O:29][CH3:30].[CH3:32][CH2:33][CH2:34][CH2:35][N+:36]([CH2:37][CH2:38][CH2:39][CH3:40])([CH2:41][CH2:42][CH2:43][CH3:44])[CH2:45][CH2:46][CH2:47][CH3:48].[CH3:49][CH2:50][O:51][C:52](=[O:53])[CH3:54].[F-:31].[c:1]1([CH2:7][CH2:8][N+:9](=[O:10])[O-:11])[cH:2][cH:3][cH:4][cH:5][cH:6]1>>[c:1]1([CH2:7][CH:8]([N+:9](=[O:10])[O-:11])[CH:25]([CH:24]2[N:19]([C:17]([O:16][C:12]([CH3:13])([CH3:14])[CH3:15])=[O:18])[CH:20]3[CH2:21][CH2:22][CH:23]2[CH:27]3[CH2:28][O:29][CH3:30])[OH:26])[cH:2][cH:3][cH:4][cH:5][cH:6]1. The product is COC(=O)C(NC(=O)C1CCCS1)C(C)C. RXN SMILES: [CH3:10][O:11][C:12]([CH:13]([NH2:14])[CH:15]([CH3:16])[CH3:17])=[O:18].[CH3:19][c:20]1[cH:21][cH:22][cH:23][cH:24][cH:25]1.[ClH:9].[S:1]1[CH:2]([C:6](=[O:7])[Cl:8])[CH2:3][CH2:4][CH2:5]1>>[S:1]1[CH:2]([C:6](=[O:7])[NH:14][CH:13]([C:12]([O:11][CH3:10])=[O:18])[CH:15]([CH3:16])[CH3:17])[CH2:3][CH2:4][CH2:5]1. Reactants: COC(=O)C(N)C(C)C, Cc1ccccc1, Cl, O=C(Cl)C1CCCS1. Starting materials: [Al+3], Cc1ccccc1, COc1ccc(OCCC(=O)O)cc1, [Cl-], [Cl-], [Cl-], [Cl-], O=S(Cl)Cl. Yields the product COc1ccc2c(c1)C(=O)CCO2. As a reaction SMILES: [Al+3:21].[CH3:24][c:25]1[cH:26][cH:27][cH:28][cH:29][cH:30]1.[CH3:2][O:3][c:4]1[cH:5][cH:6][c:7]([O:8][CH2:9][CH2:10][C:11](=[O:12])[OH:13])[cH:14][cH:15]1.[Cl-:1].[Cl-:20].[Cl-:22].[Cl-:23].[S:16]([Cl:17])([Cl:18])=[O:19]>>[CH3:2][O:3][c:4]1[cH:5][c:6]2[c:7]([cH:14][cH:15]1)[O:8][CH2:9][CH2:10][C:11]2=[O:13]. Reactants: C(C)(C)(C)C=1C=C(C=O)C(=C(C1O)I)C (3-tert-butyl-4-hydroxy-5-iodo-6-methylbenzaldehyde), C(CC#N)#N (malononitrile). The solvent is C(CCl)Cl (ethylenedichloride). Product: C(C)(C)(C)C=1C=C(C=C(C#N)C#N)C(=C(C1O)I)C (3-tert-butyl-4-hydroxy-5-iodo-6-methylbenzylidenemalononitrile). RXN SMILES: [C:1]([C:5]1[CH:6]=[C:7]([C:10]([CH3:15])=[C:11]([I:14])[C:12]=1[OH:13])[CH:8]=O)([CH3:4])([CH3:3])[CH3:2].[C:16](#[N:20])[CH2:17][C:18]#[N:19]>C(Cl)CCl>[C:1]([C:5]1[CH:6]=[C:7]([C:10]([CH3:15])=[C:11]([I:14])[C:12]=1[OH:13])[CH:8]=[C:17]([C:16]#[N:20])[C:18]#[N:19])([CH3:4])([CH3:3])[CH3:2]. Reported procedure: In a similar manner as described in Example 2 reaction of 3-tert-butyl-4-hydroxy-5-iodo-6-methylbenzaldehyde and malononitrile gave 3-tert-butyl-4-hydroxy-5-iodo-6-methylbenzylidenemalononitrile as prisms from ethylenedichloride m.p. 158°.